describe an organic reaction: reactants, conditions, products, and yield From a dataset of the Open Reaction Database (ORD), a public repository of structured organic reaction records. Starting materials: CSC1=CC=C(C=C1)CCOCC(=O)O (2-(4-methylthiophenyl)ethoxyacetic acid), [H-].[Al+3].[Li+].[H-].[H-].[H-] (lithium aluminum hydride). The product is CSC1=CC=C(C=C1)CCOCCO (2-[2-(4-methylthiophenyl)ethoxy]ethanol). Isolated yield 54.0%. RXN SMILES: [CH3:1][S:2][C:3]1[CH:8]=[CH:7][C:6]([CH2:9][CH2:10][O:11][CH2:12][C:13](O)=[O:14])=[CH:5][CH:4]=1.[H-].[Al+3].[Li+].[H-].[H-].[H-]>>[CH3:1][S:2][C:3]1[CH:4]=[CH:5][C:6]([CH2:9][CH2:10][O:11][CH2:12][CH2:13][OH:14])=[CH:7][CH:8]=1 |f:1.2.3.4.5.6|. Procedure: The 2-(4-methylthiophenyl)ethoxyacetic acid obtained according to the preceding paragraph was reduced with lithium aluminum hydride in a manner analogous to that described in Example 1(b) to give 1.97 g (54%) of 2-[2-(4-methylthiophenyl)ethoxy]ethanol in the form of an oil which was homogeneous according to chromatography. The product is N1(CCCC1)CC1=CC(=C(C=C1)C1=NC2=C(N1)C=CC=C2C(=O)OC)C(F)(F)F (methyl 2-(4-(pyrrolidin-1-ylmethyl)-2-(trifluoromethyl)phenyl)-1H-benzo[d]imidazole-4-carboxylate). Starting materials: ClC1=CC(=C(C=C1)C1=NC2=C(N1)C=CC=C2C(=O)OC)C(F)(F)F (methyl 2-(4-chloro-2-(trifluoromethyl)phenyl)-1H-benzo[d]imidazole-4-carboxylate), [B-](CN1CCCC1)(F)(F)F.[K+] (potassium 1-trifluoroboratom-ethylpyrrolidine), Pd (OAc)2, CC(C)C1=CC(=C(C(=C1)C(C)C)C2=C(C=CC=C2)P(C3CCCCC3)C4CCCCC4)C(C)C (XPhos), C([O-])([O-])=O.[Cs+].[Cs+] (cesium carbonate). Conditions: temperature 80 celsius. Reported procedure: A sealed tube containing the mixture of methyl 2-(4-chloro-2-(trifluoromethyl)phenyl)-1H-benzo[d]imidazole-4-carboxylate (390 mg, 1.10 mmol), potassium 1-trifluoroboratom-ethylpyrrolidine (158; 212 mg, 1.11 mmol), Pd (OAc)2 (22 mg, 0.03 mmol), XPhos (31 mg, 0.06 mmol), and cesium carbonate (1.0 g, 3.3 mmol) was evacuated and filled with nitrogen twice. To the mixture was added THF/H2O (10:1, 4.4 mL). The suspension was heated at 80° C. overnight and cooled to room temperature. Water (2 mL) was a... Reaction SMILES: Cl[C:2]1[CH:7]=[CH:6][C:5]([C:8]2[NH:12][C:11]3[CH:13]=[CH:14][CH:15]=[C:16]([C:17]([O:19][CH3:20])=[O:18])[C:10]=3[N:9]=2)=[C:4]([C:21]([F:24])([F:23])[F:22])[CH:3]=1.[B-](F)(F)(F)[CH2:26][N:27]1[CH2:31][CH2:30][CH2:29][CH2:28]1.[K+].CC(C1C=C(C(C)C)C(C2C=CC=CC=2P(C2CCCCC2)C2CCCCC2)=C(C(C)C)C=1)C.C(=O)([O-])[O-].[Cs+].[Cs+]>>[N:27]1([CH2:26][C:2]2[CH:7]=[CH:6][C:5]([C:8]3[NH:12][C:11]4[CH:13]=[CH:14][CH:15]=[C:16]([C:17]([O:19][CH3:20])=[O:18])[C:10]=4[N:9]=3)=[C:4]([C:21]([F:24])([F:23])[F:22])[CH:3]=2)[CH2:31][CH2:30][CH2:29][CH2:28]1 |f:1.2,4.5.6|. The reactants are CC(=O)OC(C)C(=O)Nc1c(C(N)=O)cnn1C1CCC1, CC(O)c1nc2c(cnn2C2CCOCC2)c(=O)[nH]1. Product: CC(O)c1nc2c(cnn2C2CCC2)c(=O)[nH]1. RXN SMILES: [C:20]([O:21][CH:22]([CH3:23])[C:24]([NH:25][c:26]1[n:27]([CH:28]2[CH2:29][CH2:30][CH2:31]2)[n:32][cH:33][c:34]1[C:35](=[O:36])[NH2:37])=[O:38])(=[O:39])[CH3:40].[OH:1][CH:2]([CH3:3])[c:4]1[nH:5][c:6](=[O:19])[c:7]2[c:8]([n:9]1)[n:10]([CH:13]1[CH2:14][CH2:16][O:15][CH2:17][CH2:18]1)[n:11][cH:12]2>>[OH:1][CH:2]([CH3:3])[c:4]1[nH:5][c:6](=[O:19])[c:7]2[c:8]([n:9]1)[n:10]([CH:13]1[CH2:14][CH2:17][CH2:18]1)[n:11][cH:12]2. The reactants are [Mg] (magnesium), BrC1=CC2=CC=C(C=C2C=C1)OC (2-bromo-6-methoxynaphthalene), C[Si](OC(C(=O)Cl)C)(C)C (2-trimethylsiloxypropionyl chloride). Yields the product COC=1C=C2C=CC(=CC2=CC1)C(C(C)O[Si](C)(C)C)=O (1-(6-methoxy-2-naphthyl)-2-trimethylsiloxypropan-1-one). Reaction SMILES: [Mg].Br[C:3]1[CH:12]=[CH:11][C:10]2[C:5](=[CH:6][CH:7]=[C:8]([O:13][CH3:14])[CH:9]=2)[CH:4]=1.[CH3:15][Si:16]([CH3:24])([CH3:23])[O:17][CH:18]([CH3:22])[C:19](Cl)=[O:20]>>[CH3:14][O:13][C:8]1[CH:9]=[C:10]2[C:5](=[CH:6][CH:7]=1)[CH:4]=[C:3]([C:19](=[O:20])[CH:18]([O:17][Si:16]([CH3:24])([CH3:23])[CH3:15])[CH3:22])[CH:12]=[CH:11]2. Procedure: When Z is a group which is convertible to a suitable leaving group, the conversion of Z can take place either before step A or thereafter, but before step B. For example, when the magnesium Grignard of 2-bromo-6-methoxynaphthalene is contacted with (S) 2-trimethylsiloxypropionyl chloride, (S) 1-(6-methoxy-2-naphthyl)-2-trimethylsiloxypropan-1-one is obtained. Regeneration of the hydroxyl group by hydrolysis affords (S) 2-hydroxy-1-(6-methoxy-2-naphthyl)propan-1-one. Further reaction with methane... The product is C1(CC1)CN(C1=CC(=C(C#N)C=C1)C(F)(F)F)CCOC1=CC=C(C=C1)C=O (4-((Cyclopropylmethyl){2-[(4-formylphenyl)oxy]ethyl}amino)-2-(trifluoromethyl)benzonitrile). Procedure details: Synthesized as described in Example 1C from 4-[(cyclopropylmethyl)(2-hydroxyethyl)amino]-2-(trifluoromethyl)benzonitrile and 4-hydroxybenzaldehyde, then used directly for the step below, step B. As a reaction SMILES: [CH:1]1([CH2:4][N:5]([CH2:18][CH2:19][OH:20])[C:6]2[CH:13]=[CH:12][C:9]([C:10]#[N:11])=[C:8]([C:14]([F:17])([F:16])[F:15])[CH:7]=2)[CH2:3][CH2:2]1.O[C:22]1[CH:29]=[CH:28][C:25]([CH:26]=[O:27])=[CH:24][CH:23]=1>>[CH:1]1([CH2:4][N:5]([CH2:18][CH2:19][O:20][C:22]2[CH:29]=[CH:28][C:25]([CH:26]=[O:27])=[CH:24][CH:23]=2)[C:6]2[CH:13]=[CH:12][C:9]([C:10]#[N:11])=[C:8]([C:14]([F:16])([F:17])[F:15])[CH:7]=2)[CH2:2][CH2:3]1. Reactants: C1(CC1)CN(C1=CC(=C(C#N)C=C1)C(F)(F)F)CCO (4-[(cyclopropylmethyl)(2-hydroxyethyl)amino]-2-(trifluoromethyl)benzonitrile), OC1=CC=C(C=O)C=C1 (4-hydroxybenzaldehyde).